Dataset: the Open Reaction Database (ORD), a public repository of structured organic reaction records. Task: describe an organic reaction: reactants, conditions, products, and yield Starting materials: C(C=C)N1C(C2=C(C(C1)C1=CC(=C(C=C1)Cl)Cl)C=C(S2)N2CCOCC2)=O (6-allyl-4-(3,4-dichlorophenyl)-2-(morpholin-4-yl)-5,6-dihydrothieno[2,3-c]pyridin-7(4H)-one), C(CC)O (1-propanol). The reagents and catalysts are [Rh](Cl)(Cl)Cl (rhodium(III)chloride), [Rh](Cl)(Cl)Cl (Rhodium(III)chloride). Reaction conditions: temperature 120 celsius, time 18 hour. The product is ClC=1C=C(C=CC1Cl)C1C2=C(C(NC1)=O)SC(=C2)N2CCOCC2 (4-(3,4-dichlorophenyl)-2-morpholino-5,6-dihydrothieno[2,3-c]pyridin-7(4H)-one). RXN SMILES: C([N:4]1[CH2:9][CH:8]([C:10]2[CH:15]=[CH:14][C:13]([Cl:16])=[C:12]([Cl:17])[CH:11]=2)[C:7]2[CH:18]=[C:19]([N:21]3[CH2:26][CH2:25][O:24][CH2:23][CH2:22]3)[S:20][C:6]=2[C:5]1=[O:27])C=C.C(O)CC>[Rh](Cl)(Cl)Cl>[Cl:17][C:12]1[CH:11]=[C:10]([CH:8]2[CH2:9][NH:4][C:5](=[O:27])[C:6]3[S:20][C:19]([N:21]4[CH2:22][CH2:23][O:24][CH2:25][CH2:26]4)=[CH:18][C:7]2=3)[CH:15]=[CH:14][C:13]=1[Cl:16]. Procedure details: A solution of 6-allyl-4-(3,4-dichlorophenyl)-2-(morpholin-4-yl)-5,6-dihydrothieno[2,3-c]pyridin-7(4H)-one (0.26 g, 0.60 mmol) in 1-propanol (10.0 mL, 134 mmol) was degassed for 10 minutes. Rhodium(III)chloride, (87.0 mg g, 0.41 mmol) was added and the reaction mixture was heated to 120° C. After 18 hours, rhodium(III)chloride (59.6 mg g) was added and the mixture was stirred for additional 18 hours. The reaction was cooled to ambient temperature and quenched by the addition of a solution of satu... Starting materials: O=C(O)c1cc2ccccc2s1, C[C@H](N)c1cccc2ccccc12. Reagents/catalysts: C1CCC(CC1)N=C=NC2CCCCC2 (DCC), CN(C)C1=CC=NC=C1 (DMAP). Solvent: CN(C)C=O (DMF), CN(C)C=O (DMF), CN(C)C=O (DMF), CN(C)C=O (DMF), CN(C)C=O (DMF), CN(C)C=O (DMF). Run at temperature 25 celsius, time 2 hour. Product: CC(NC(=O)c1cc2ccccc2s1)c1cccc2ccccc12. Isolated yield 3.5%. RXN SMILES: C[C@H](N)c1cccc2ccccc12.O=C(O)c1cc2ccccc2s1.C1CCC(CC1)N=C=NC2CCCCC2.CN(C)C1=CC=NC=C1.CN(C)C=O>>CC(NC(=O)c1cc2ccccc2s1)c1cccc2ccccc12. Reactants: CCN=C=NCCCN(C)C, CC#N, Cl, Cl, O=C(O)Cc1cccc(C(F)(F)F)c1, C1CCC2=NCCCN2CC1, NCc1cccc2c1C(=O)N(C1CCC(=O)NC1=O)C2=O, On1nnc2ccccc21. The product is O=C(Cc1cccc(C(F)(F)F)c1)NCc1cccc2c1C(=O)N(C1CCC(=O)NC1=O)C2=O. RXN SMILES: [CH3:59][N:60]([CH3:61])[CH2:62][CH2:63][CH2:64][N:65]=[C:66]=[N:67][CH2:68][CH3:69].[CH3:70][C:71]#[N:72].[ClH:1].[ClH:58].[F:44][C:45]([c:46]1[cH:47][c:48]([CH2:52][C:53](=[O:54])[OH:55])[cH:49][cH:50][cH:51]1)([F:56])[F:57].[N:23]12[CH2:24][CH2:25][CH2:26][N:27]=[C:28]1[CH2:29][CH2:30][CH2:31][CH2:32][CH2:33]2.[NH2:2][CH2:3][c:4]1[c:5]2[c:9]([cH:10][cH:11][cH:12]1)[C:8](=[O:13])[N:7]([CH:14]1[C:15](=[O:21])[NH:16][C:17](=[O:20])[CH2:18][CH2:19]1)[C:6]2=[O:22].[OH:34][n:35]1[c:36]2[cH:37][cH:38][cH:39][cH:40][c:41]2[n:42][n:43]1>>[NH:2]([CH2:3][c:4]1[c:5]2[c:9]([cH:10][cH:11][cH:12]1)[C:8](=[O:13])[N:7]([CH:14]1[C:15](=[O:21])[NH:16][C:17](=[O:20])[CH2:18][CH2:19]1)[C:6]2=[O:22])[C:53]([CH2:52][c:48]1[cH:47][c:46]([C:45]([F:44])([F:56])[F:57])[cH:51][cH:50][cH:49]1)=[O:54]. The reactants are C(C)(C)=C([C@@H](C=O)O)O (isopropylidene-L-glyceraldehyde), COC1=C(CN)C=CC(=C1)OC (2,4-dimethoxybenzylamine), S(=O)(=O)([O-])[O-].[Mg+2] (magnesium sulphate). The solvent is C(Cl)Cl (methylene chloride). Conditions: time 20 minute. The product is COC1=C(CN=C[C@@H](O)C(O)=C(C)C)C=CC(=C1)OC (isopropylidene-L-glyceraldehyde (2,4-dimethoxybenzyl)imine). Reaction SMILES: [CH3:1][O:2][C:3]1[CH:10]=[C:9]([O:11][CH3:12])[CH:8]=[CH:7][C:4]=1[CH2:5][NH2:6].[C:13](=[C:16]([OH:21])[C@H:17]([OH:20])[CH:18]=O)([CH3:15])[CH3:14].S([O-])([O-])(=O)=O.[Mg+2]>C(Cl)Cl>[CH3:1][O:2][C:3]1[CH:10]=[C:9]([O:11][CH3:12])[CH:8]=[CH:7][C:4]=1[CH2:5][N:6]=[CH:18][C@H:17]([C:16](=[C:13]([CH3:15])[CH3:14])[OH:21])[OH:20] |f:2.3|. Procedure details: To a solution, stirred at room temperature, of 0.9 g (5.4 mmol) of 2,4-dimethoxybenzylamine in 100 ml of methylene chloride are added 3 g of molecular sieve 4 Å and, after 20 minutes, 0.7 g (5.4 mmol) of isopropylidene-L-glyceraldehyde and 5 g of anhydrous magnesium sulphate. The mixture is subsequently stirred at room temperature for a further 1 hour. The organic solution of isopropylidene-L-glyceraldehyde (2,4-dimethoxybenzyl)imine obtained is cooled to -20° C. under argon and treated while st... Starting materials: [ 12 ], O1CCN(CC1)C/C=C/CO ((E)-4-morpholinobut-2-en-1-ol), OC1=CC=C2C(=NC=NC2=C1)SC (7-hydroxy-4-methylthioquinazoline). Product: CSC1=NC=NC2=CC(=CC=C12)OC\C=C\CN1CCOCC1 (4-methylthio-7-[(E)-4-morpholinobut-2-en-1-yloxy]quinazolin). Isolated yield 55.6%. As a reaction SMILES: [O:1]1[CH2:6][CH2:5][N:4]([CH2:7]/[CH:8]=[CH:9]/[CH2:10][OH:11])[CH2:3][CH2:2]1.O[C:13]1[CH:22]=[C:21]2[C:16]([C:17]([S:23][CH3:24])=[N:18][CH:19]=[N:20]2)=[CH:15][CH:14]=1>>[CH3:24][S:23][C:17]1[C:16]2[C:21](=[CH:22][C:13]([O:11][CH2:10]/[CH:9]=[CH:8]/[CH2:7][N:4]3[CH2:5][CH2:6][O:1][CH2:2][CH2:3]3)=[CH:14][CH:15]=2)[N:20]=[CH:19][N:18]=1. Reported procedure: Using an analogous procedure to that described in the second last paragraph of Note [12] above, (E)-4-morpholinobut-2-en-1-ol (J. Med. Chem., 1972, 15, 110-112; 1.27 g), was reacted with 7-hydroxy-4-methylthioquinazoline (1.2 g) to give 4-methylthio-7-[(E)-4-morpholinobut-2-en-1-yloxy]quinazolin (1.15 g); NMR Spectrum: (CDCl3) 2.45 (br s, 4H), 2.7 (s, 3H), 3.05 (d, 2H), 3.7 (t, 4H), 4.7 (d, 2H), 5.9 (m, 2H), 7.15-7.25 (m, 2H), 7.95 (d, 1H), 8.9 (d, 1H); Mass Spectrum: M+H+ 332. Starting materials: N[C@@H](CC1=CC=CC=C1)C(=O)O (L-Phenylalanine), C(=O)([O-])[O-].[Na+].[Na+] (Na2CO3), C(C1=CC=CC=C1)(=O)Cl (Benzoyl chloride). The solvent is O (water), O1CCCC1 (tetrahydrofuran), O1CCCC1 (THF). Yields the product C(C1=CC=CC=C1)(=O)N[C@@H](CC1=CC=CC=C1)C(=O)O (N-Benzoyl-L-Phenylalanine). Reaction SMILES: [NH2:1][C@H:2]([C:10]([OH:12])=[O:11])[CH2:3][C:4]1[CH:9]=[CH:8][CH:7]=[CH:6][CH:5]=1.C([O-])([O-])=O.[Na+].[Na+].[C:19](Cl)(=[O:26])[C:20]1[CH:25]=[CH:24][CH:23]=[CH:22][CH:21]=1>O.O1CCCC1>[C:19]([NH:1][C@H:2]([C:10]([OH:12])=[O:11])[CH2:3][C:4]1[CH:9]=[CH:8][CH:7]=[CH:6][CH:5]=1)(=[O:26])[C:20]1[CH:25]=[CH:24][CH:23]=[CH:22][CH:21]=1 |f:1.2.3|. Reported procedure: A mixture containing 8.21 g of L-Phenylalanine, 5.565 g of Na2CO3 in 40 ml of water and 20 ml of tetrahydrofuran (THF) was stirred at room temperature. Benzoyl chloride, 7.73 g, dissolved in 20 ml of anhydrous THF, was added gradually over a period of 45 minutes with continued stirring at room temperature. Stirring was allowed to continue for an additional hour, at which time the reaction mixture was transferred to a rotary evaporator at 30° C. to remove the THF. An excess of water was then adde... Reactants: C1CCNCC1, ClCCl, O=Cc1cc2ccc(Oc3nc4ccccc4s3)cc2[nH]1. Yields the product c1ccc2sc(Oc3ccc4cc(CN5CCCCC5)[nH]c4c3)nc2c1. As a reaction SMILES: [CH2:22]1[CH2:23][CH2:24][NH:25][CH2:26][CH2:27]1.[Cl:28][CH2:29][Cl:30].[s:1]1[c:2]([O:10][c:11]2[cH:12][cH:13][c:14]3[cH:15][c:16]([CH:20]=[O:21])[nH:17][c:18]3[cH:19]2)[n:3][c:4]2[c:5]1[cH:6][cH:7][cH:8][cH:9]2>>[s:1]1[c:2]([O:10][c:11]2[cH:12][cH:13][c:14]3[cH:15][c:16]([CH2:20][N:25]4[CH2:24][CH2:23][CH2:22][CH2:27][CH2:26]4)[nH:17][c:18]3[cH:19]2)[n:3][c:4]2[c:5]1[cH:6][cH:7][cH:8][cH:9]2. Starting materials: CCOC(=O)C1(NC(=O)c2c(OCC)ccc3ccccc23)Cc2ccccc2C1, CCO, [K+], [OH-], O. Yields the product CCOc1ccc2ccccc2c1C(=O)NC1(C(=O)O)Cc2ccccc2C1. Reaction SMILES: [CH2:1]([CH3:2])[O:3][C:4](=[O:5])[C:6]1([NH:15][C:16](=[O:17])[c:18]2[c:19]([O:28][CH2:29][CH3:30])[cH:20][cH:21][c:22]3[cH:23][cH:24][cH:25][cH:26][c:27]23)[CH2:7][c:8]2[cH:9][cH:10][cH:11][cH:12][c:13]2[CH2:14]1.[CH3:34][CH2:35][OH:36].[K+:32].[OH-:31].[OH2:33]>>[O:3]=[C:4]([OH:5])[C:6]1([NH:15][C:16](=[O:17])[c:18]2[c:19]([O:28][CH2:29][CH3:30])[cH:20][cH:21][c:22]3[cH:23][cH:24][cH:25][cH:26][c:27]23)[CH2:7][c:8]2[cH:9][cH:10][cH:11][cH:12][c:13]2[CH2:14]1. Reactants: [O-]CC.[Na+] (sodium ethoxide), C1(=CC=CC=C1)C (toluene), aqueous solution, C(CC(O)(C(=O)O)CC(=O)O)(=O)O (citric acid). The product is C(C1=CC=CC=C1)OC(C(=O)OCC)C (Ethyl 2-benzyloxypropionate). RXN SMILES: [O-][CH2:2][CH3:3].[Na+].C(O)(=O)C[C:7]([CH2:12]C(O)=O)([C:9]([OH:11])=[O:10])[OH:8].[C:18]1([CH3:24])[CH:23]=[CH:22][CH:21]=[CH:20][CH:19]=1>>[CH2:24]([O:8][CH:7]([CH3:12])[C:9]([O:11][CH2:2][CH3:3])=[O:10])[C:18]1[CH:23]=[CH:22][CH:21]=[CH:20][CH:19]=1 |f:0.1|. Procedure details: The water layer at the time of the extraction with ethyl acetate in Example 3 was collected in its entirety, and was then adjusted to pH 2 with 10% hydrochloric acid. The water layer was then extracted twice with ethyl acetate (100 mL). After the organic layers were combined and dried, the solvent was distilled off to obtain (S)-benzyloxypropionic acid [0.83 g (48.0%), 96% ee]. An aliquot (0.8 g, 4.4 mmol) of the (S)-benzyloxypropionic acid was dissolved in ethanol (10 mL), followed by the addit...